This data is from the Open Reaction Database (ORD), a public repository of structured organic reaction records. The task is: describe an organic reaction: reactants, conditions, products, and yield Reactants: CS(=O)(=O)O, CO, NC(=O)NCc1nc(-c2csc(N=C(N)N)n2)cs1. Product: CS(=O)(=O)O, NC(=O)NCc1nc(-c2csc(N=C(N)N)n2)cs1. As a reaction SMILES: [CH3:1][S:2]([OH:3])(=[O:4])=[O:5].[CH3:25][OH:26].[NH2:6][C:7]([NH2:8])=[N:9][c:10]1[s:11][cH:12][c:13](-[c:15]2[n:16][c:17]([CH2:20][NH:21][C:22](=[O:23])[NH2:24])[s:18][cH:19]2)[n:14]1>>[CH3:1][S:2](=[O:3])(=[O:4])[OH:5].[NH2:6][C:7]([NH2:8])=[N:9][c:10]1[s:11][cH:12][c:13](-[c:15]2[n:16][c:17]([CH2:20][NH:21][C:22](=[O:23])[NH2:24])[s:18][cH:19]2)[n:14]1. Solvent: C(C)(=O)O (acetic acid). Product: CS(=O)CC1=NC(=C(C(=N1)O)C)C (2-methysulphinylmethyl-4-hydroxy-5,6-dimethylpyrimidine). Procedure details: 6.8 g (0.1 mol) of 50% strength hydrogen peroxide were added to a mixture of 18.4 g (0.1 mol) of 2-methylthiomethyl-4-hydroxy-5,6-dimethylpyrimidine in 100 ml of glacial acetic acid at 10° C. The mixture was subsequently stirred for 3 hours, without cooling, about 300 ml of ether were added and the product which had precipitated was filtered off. 17 g (85% of theory) of 2-methysulphinylmethyl-4-hydroxy-5,6-dimethylpyrimidine were thus obtained in the form of a grey powder with a melting point of... Conditions: time 3 hour. The reactants are OO (hydrogen peroxide), CSCC1=NC(=C(C(=N1)O)C)C (2-methylthiomethyl-4-hydroxy-5,6-dimethylpyrimidine), CCOCC (ether). As a reaction SMILES: OO.[CH3:3][S:4][CH2:5][C:6]1[N:11]=[C:10]([OH:12])[C:9]([CH3:13])=[C:8]([CH3:14])[N:7]=1.CC[O:17]CC>C(O)(=O)C>[CH3:3][S:4]([CH2:5][C:6]1[N:11]=[C:10]([OH:12])[C:9]([CH3:13])=[C:8]([CH3:14])[N:7]=1)=[O:17]. Yield: 85.0%.